The task is: describe an organic reaction: reactants, conditions, products, and yield. This data is from the Open Reaction Database (ORD), a public repository of structured organic reaction records. Reaction SMILES: [CH3:1][C@@H:2]1O[C@@H:5]([O:7][C@H:8]2[C@H:13](O)[C@@H:12]([OH:15])[C@H:11](NC(N)=N)[C@@H:10]([OH:20])[C@@H:9]2NC(N)=N)[C@H:4](O[C@@H]2O[C@@H](CO)[C@H](O)[C@@H](O)[C@@H]2NC)[C@@:3]1(O)C=O.C1[C@H](N)[C@@H:45]([O:48][C@H]2O[C@H](CN)[C@@H](O)[C@H](O)[C@H]2O)[C@H:44](O)[C@@H](O[C@H]2O[C@H](CO)[C@@H](O)[C@H](N)[C@H]2O)[C@@H]1N.[CH3:74][CH:75](C(NCC(O)=O)=S)C(N)=N.CS(C)=[O:88]>>[CH:74]1[C:4]([C@H:5]2[O:7][C:8]3[CH:9]=[C:10]([OH:20])[CH:11]=[C:12]([OH:15])[C:13]=3[C:45](=[O:48])[CH2:44]2)=[CH:3][CH:2]=[C:1]([OH:88])[CH:75]=1. The product is C1=CC(=CC=C1[C@@H]2CC(=O)C=3C(=CC(=CC3O2)O)O)O (Naringenin). The reactants are CC(C(=N)N)C(=S)NCC(=O)O (ITPG), flavonoid, C[C@H]1[C@@]([C@H]([C@@H](O1)O[C@@H]2[C@H]([C@@H]([C@H]([C@@H]([C@H]2O)O)NC(=N)N)O)NC(=N)N)O[C@H]3[C@H]([C@@H]([C@H]([C@@H](O3)CO)O)O)NC)(C=O)O (streptomycin), C1[C@H]([C@@H]([C@H]([C@@H]([C@H]1N)O[C@@H]2[C@@H]([C@H]([C@@H]([C@H](O2)CN)O)O)O)O)O[C@@H]3[C@@H]([C@H]([C@@H]([C@H](O3)CO)O)N)O)N (kanamycin), FeSO4, (2R/S)-naringenin, pCDF-F, (2R/S)-Naringenin, CS(=O)C (DMSO). Procedure: Batch fermentations were prepared to determine the overall production of flavonoid compounds using commercially available (2R/S)-naringenin. An overnight preinnoculums of recombinant E. coli BL21 Star (Invitrogen) carrying vectors pCDF-F and pCOLA-DL in LB or M9 minimal media. Antibiotics were added according to manufacturer's instructions (50 ug/mL streptomycin and 30 ug/mL kanamycin). The next day, 4 mL of the preinnoculum was used to seed 76 mL LB or M9 minimal media cultures. The culture was... Reaction conditions: time 4 hour.